From a dataset of the Open Reaction Database (ORD), a public repository of structured organic reaction records. describe an organic reaction: reactants, conditions, products, and yield The reactants are O=C([O-])O, CC[Si](CC)(CC)OC1CN(S(=O)(=O)C2(C)CC2)C1, CC(=O)O, [Na+], C1CCOC1, O. Yields the product CC1(S(=O)(=O)N2CC(O)C2)CC1. RXN SMILES: [C:20](=[O:21])([OH:22])[O-:23].[CH3:1][C:2]1([S:5](=[O:6])(=[O:7])[N:8]2[CH2:9][CH:10]([O:12][Si:13]([CH2:14][CH3:15])([CH2:16][CH3:17])[CH2:18][CH3:19])[CH2:11]2)[CH2:3][CH2:4]1.[CH3:31][C:32](=[O:33])[OH:34].[Na+:24].[O:25]1[CH2:26][CH2:27][CH2:28][CH2:29]1.[OH2:30]>>[CH3:1][C:2]1([S:5](=[O:6])(=[O:7])[N:8]2[CH2:9][CH:10]([OH:12])[CH2:11]2)[CH2:3][CH2:4]1. The reactants are COC=1C=C2C(=NC=NC2=CC1OC)OC1=CC=C(N)C=C1 (4-[(6,7-Dimethoxy-4-quinazolinyl)oxy]aniline), ClC(Cl)(OC(OC(Cl)(Cl)Cl)=O)Cl (triphosgene), C([O-])(O)=O.[Na+] (sodium bicarbonate), CN1CCC(CC1)O (1-methyl-4-piperidinol). Solvent: C(C)N(CC)CC (triethylamine), C1(=CC=CC=C1)C (toluene), C(Cl)Cl (methylene chloride). Product: COC=1C=C2C(=NC=NC2=CC1OC)OC1=CC=C(C=C1)NC(OC1CCN(CC1)C)=O (1-Methyl-4-piperidyl N-{4-[(6,7-dimethoxy-4-quinazolinyl)oxy]phenyl}carbamate). Yield: 44.8%. As a reaction SMILES: [CH3:1][O:2][C:3]1[CH:4]=[C:5]2[C:10](=[CH:11][C:12]=1[O:13][CH3:14])[N:9]=[CH:8][N:7]=[C:6]2[O:15][C:16]1[CH:22]=[CH:21][C:19]([NH2:20])=[CH:18][CH:17]=1.Cl[C:24](Cl)([O:26][C:27](=[O:33])OC(Cl)(Cl)Cl)Cl.[CH3:35][N:36]1[CH2:41][CH2:40]C(O)[CH2:38][CH2:37]1.C(=O)(O)[O-].[Na+]>C(Cl)Cl.C(N(CC)CC)C.C1(C)C=CC=CC=1>[CH3:1][O:2][C:3]1[CH:4]=[C:5]2[C:10](=[CH:11][C:12]=1[O:13][CH3:14])[N:9]=[CH:8][N:7]=[C:6]2[O:15][C:16]1[CH:22]=[CH:21][C:19]([NH:20][C:27](=[O:33])[O:26][CH:24]2[CH2:40][CH2:41][N:36]([CH3:35])[CH2:37][CH2:38]2)=[CH:18][CH:17]=1 |f:3.4|. Reported procedure: 4-[(6,7-Dimethoxy-4-quinazolinyl)oxy]aniline (50 mg) was added to toluene (5 ml) and triethylamine (0.5 ml), and the mixture was heated under reflux to prepare a solution. A solution of triphosgene (77 mg) in methylene chloride was then added thereto, and the mixture was heated under reflux for 10 min. Next, 1-methyl-4-piperidinol (30 mg) was added thereto, and the mixture was further stirred with heating under reflux for 3 hr. A saturated aqueous sodium bicarbonate solution was added to stop th... Reactants: CN(C)CCCl, Cc1cc(C)cc(C(=O)c2c(-c3ccc(O)cc3)oc3ccccc23)c1. The product is Cc1cc(C)cc(C(=O)c2c(-c3ccc(OCCN(C)C)cc3)oc3ccccc23)c1. As a reaction SMILES: [CH3:27][N:28]([CH2:29][CH2:30][Cl:31])[CH3:32].[OH:1][c:2]1[cH:3][cH:4][c:5](-[c:8]2[o:9][c:10]3[c:11]([c:12]2[C:13]([c:14]2[cH:15][c:16]([CH3:21])[cH:17][c:18]([CH3:20])[cH:19]2)=[O:22])[cH:23][cH:24][cH:25][cH:26]3)[cH:6][cH:7]1>>[O:1]([c:2]1[cH:3][cH:4][c:5](-[c:8]2[o:9][c:10]3[c:11]([c:12]2[C:13]([c:14]2[cH:15][c:16]([CH3:21])[cH:17][c:18]([CH3:20])[cH:19]2)=[O:22])[cH:23][cH:24][cH:25][cH:26]3)[cH:6][cH:7]1)[CH2:30][CH2:29][N:28]([CH3:27])[CH3:32]. Reactants: C([O-])([O-])=O.[K+].[K+] (Potassium carbonate), [Cl-].[NH4+] (ammonium chloride), C(C1=CC=CC=C1)OC[C@@H]1[C@@H](O1)COC(NC(C1=CC=CC=C1)=O)=O ((2S,3R)-Benzoylcarbamic acid [3-(benzyloxymethyl)oxiranyl]methyl ester). The reagents and catalysts are [I-].C(CCC)[N+](CCCC)(CCCC)CCCC (tetrabutylammonium iodide). Run in C(C)#N (acetonitrile). Reaction conditions: time 18 hour. Product: C(C1=CC=CC=C1)(=O)OC[C@H]1NC(O[C@@H]1COCC1=CC=CC=C1)=O ((4R,5S)-4-benzoyloxymethyl-5-benzyloxymethyl-oxazolidin-2-one). Reaction SMILES: [C:1](=[O:4])([O-])[O-].[K+].[K+].[CH2:7]([O:14][CH2:15][C@H:16]1[O:18][C@H:17]1[CH2:19][O:20][C:21](=[O:31])NC(=O)C1C=CC=CC=1)[C:8]1[CH:13]=[CH:12][CH:11]=[CH:10][CH:9]=1.[Cl-].[NH4+:33]>[I-].C([N+](CCCC)(CCCC)CCCC)CCC.C(#N)C>[C:21]([O:20][CH2:19][C@@H:17]1[C@@H:16]([CH2:15][O:14][CH2:7][C:8]2[CH:9]=[CH:10][CH:11]=[CH:12][CH:13]=2)[O:18][C:1](=[O:4])[NH:33]1)(=[O:31])[C:8]1[CH:13]=[CH:12][CH:11]=[CH:10][CH:9]=1 |f:0.1.2,4.5,6.7|. Procedure details: Potassium carbonate (4.04 g, 29.2 mmol) and tetrabutylammonium iodide (800 mg, 2.2 mmol) were added to an acetonitrile solution (100 mL) containing 5.8 g of benzoylcarbamate (2), and the mixture was stirred at room temperature for 18 hours. Saturated ammonium chloride aqueous solution was added to the reaction solution to quench the reaction. After ether extraction, the organic layer was dried over magnesium sulfate. The solvent was distilled off and the resulting residue was purified by silica ... The reagents and catalysts are C(C)(=O)[O-].[Pd+2].C(C)(=O)[O-] (palladium acetate). Procedure: To a solution of methyl 3,5-dibromobenzoate (1 eq.) from the previous step in DMF (0.2 M) was added 2-[(1E)-3-methoxyprop-1-en-1-yl]-4,4,5,5-tetramethyl-1,3,2-dioxaborolane (2.1 eq.), palladium acetate (10 mol %), triphenylphosphine (30 mol %), and 2.0 M aqueous sodium carbonate solution (5 eq.). The reaction was heated to 80° C. and stirred for 3 h. After cooling to rt, the reaction was diluted with ether. The organic extract was washed with water, brine, dried over MgSO4, and concentrated in v... The product is COC/C=C/C=1C=C(C(=O)OC)C=C(C1)\C=C\COC (Methyl 3,5-bis[(1E)-3-methoxyprop-1-en-1-yl]benzoate). Conditions: temperature 80 celsius, time 3 hour. Starting materials: BrC=1C=C(C(=O)OC)C=C(C1)Br (methyl 3,5-dibromobenzoate), COC/C=C/B1OC(C(O1)(C)C)(C)C (2-[(1E)-3-methoxyprop-1-en-1-yl]-4,4,5,5-tetramethyl-1,3,2-dioxaborolane), C1(=CC=CC=C1)P(C1=CC=CC=C1)C1=CC=CC=C1 (triphenylphosphine), C([O-])([O-])=O.[Na+].[Na+] (sodium carbonate). The solvent is CN(C)C=O (DMF), CCOCC (ether). RXN SMILES: Br[C:2]1[CH:3]=[C:4]([CH:9]=[C:10](Br)[CH:11]=1)[C:5]([O:7][CH3:8])=[O:6].[CH3:13][O:14][CH2:15]/[CH:16]=[CH:17]/B1OC(C)(C)C(C)(C)O1.[C:27]1(P(C2C=CC=CC=2)C2C=CC=CC=2)[CH:32]=CC=C[CH:28]=1.[C:46](=O)([O-])[O-:47].[Na+].[Na+]>CN(C=O)C.CCOCC.C([O-])(=O)C.[Pd+2].C([O-])(=O)C>[CH3:46][O:47][CH2:28]/[CH:27]=[CH:32]/[C:2]1[CH:3]=[C:4]([CH:9]=[C:10](/[CH:17]=[CH:16]/[CH2:15][O:14][CH3:13])[CH:11]=1)[C:5]([O:7][CH3:8])=[O:6] |f:3.4.5,8.9.10|. The reactants are C1(=CC=CC=C1)P(C1=CC=CC=C1)C1=CC=CC=C1 (triphenylphosphine), SC=1C=C2CCC(N(C2=CC1)C)=O (6-mercapto-1-methyl-1,2,3,4-tetrahydroquinolin-2-one), BrC1=CN=C(S1)[C@@]1(C[C@@H](OCC1)C)OC ((2S,4R)-4-(5-bromothiazol-2-yl)-4-methoxy-2-methyltetrahydropyran). Procedure: Using an analogous procedure to that described in Example 1 except that triphenylphosphine (0.04 g) was added, 6-mercapto-1-methyl-1,2,3,4-tetrahydroquinolin-2-one (0.153 g) was reacted with (2S,4R)-4-(5-bromothiazol-2-yl)-4-methoxy-2-methyltetrahydropyran (0.23 g) to give (2S,4R)-4-methoxy-2-methyl-4-[5-(1-methyl-2-oxo-1,2,3,4-tetrahydroquinolin-6-ylthio)thiazol-2-yl]-tetrahydropyran in 72% yield as a foam; The product is CO[C@]1(C[C@@H](OCC1)C)C=1SC(=CN1)SC=1C=C2CCC(N(C2=CC1)C)=O ((2S,4R)-4-methoxy-2-methyl-4-[5-(1-methyl-2-oxo-1,2,3,4-tetrahydroquinolin-6-ylthio)thiazol-2-yl]-tetrahydropyran). As a reaction SMILES: C1(P(C2C=CC=CC=2)C2C=CC=CC=2)C=CC=CC=1.[SH:20][C:21]1[CH:22]=[C:23]2[C:28](=[CH:29][CH:30]=1)[N:27]([CH3:31])[C:26](=[O:32])[CH2:25][CH2:24]2.Br[C:34]1[S:38][C:37]([C@@:39]2([O:46][CH3:47])[CH2:44][CH2:43][O:42][C@@H:41]([CH3:45])[CH2:40]2)=[N:36][CH:35]=1>>[CH3:47][O:46][C@:39]1([C:37]2[S:38][C:34]([S:20][C:21]3[CH:22]=[C:23]4[C:28](=[CH:29][CH:30]=3)[N:27]([CH3:31])[C:26](=[O:32])[CH2:25][CH2:24]4)=[CH:35][N:36]=2)[CH2:44][CH2:43][O:42][C@@H:41]([CH3:45])[CH2:40]1. Yield: 72.0%. The reactants are C(CCC)[Li] (n-butyllithium), ClCCCC#C (5-chloropentyne), C(CCC)[Sn](CCCC)(CCCC)Cl (tributyltin chloride). The solvent is hexanes, C1CCOC1 (THF). Reaction conditions: time 6 hour. The product is C(CCC)[Sn](C#CC1CC1)(CCCC)CCCC (Tributyl-cyclopropylethynyl-stannane). Isolated yield 101.1%. RXN SMILES: C([Li])CCC.Cl[CH2:7][CH2:8][CH2:9][C:10]#[CH:11].[CH2:12]([Sn:16](Cl)([CH2:21][CH2:22][CH2:23][CH3:24])[CH2:17][CH2:18][CH2:19][CH3:20])[CH2:13][CH2:14][CH3:15]>C1COCC1>[CH2:21]([Sn:16]([CH2:12][CH2:13][CH2:14][CH3:15])([CH2:17][CH2:18][CH2:19][CH3:20])[C:7]#[C:8][CH:9]1[CH2:11][CH2:10]1)[CH2:22][CH2:23][CH3:24]. Reported procedure: To a solution of n-butyllithium (2.5M in hexanes, 159 mL, 0.398 mol) in THF (800 mL) at −10° C. under nitrogen, add 5-chloropentyne (20 g, 0.195 mol) dropwise, keeping the temperature below 10° C. After the addition is complete, allow the reaction to warm to room temperature and stir for 6 hours, then add tributyltin chloride (70 g, 0.215 mol) and stir overnight. Pour the reaction mixture into hexanes (500 mL), wash with saturated sodium bicarbonate (300 mL) and brine (300 mL), dry with sodium s...